Task: describe an organic reaction: reactants, conditions, products, and yield. Dataset: the Open Reaction Database (ORD), a public repository of structured organic reaction records Starting materials: [Al+3], C1CCOC1, COC(=O)CCC1(c2ccccc2)C=C(c2cc(F)ccc2F)CN1C(=O)N(C)C, [H-], [H-], [H-], [H-], [Li+]. Product: CN(C)C(=O)N1CC(c2cc(F)ccc2F)=CC1(CCCO)c1ccccc1. RXN SMILES: [Al+3:32].[CH2:37]1[O:38][CH2:39][CH2:40][CH2:41]1.[F:1][c:2]1[c:3]([C:9]2=[CH:10][C:11]([c:19]3[cH:20][cH:21][cH:22][cH:23][cH:24]3)([CH2:25][CH2:26][C:27](=[O:28])[O:29][CH3:30])[N:12]([C:14](=[O:15])[N:16]([CH3:17])[CH3:18])[CH2:13]2)[cH:4][c:5]([F:8])[cH:6][cH:7]1.[H-:31].[H-:34].[H-:35].[H-:36].[Li+:33]>>[F:1][c:2]1[c:3]([C:9]2=[CH:10][C:11]([c:19]3[cH:20][cH:21][cH:22][cH:23][cH:24]3)([CH2:25][CH2:26][CH2:27][OH:28])[N:12]([C:14](=[O:15])[N:16]([CH3:17])[CH3:18])[CH2:13]2)[cH:4][c:5]([F:8])[cH:6][cH:7]1. Starting materials: CC(Cn1c2ccccc2c2cc(C(N)=O)c(N)nc21)N(Cc1ccccc1)C(=O)[O-], CCO. Product: CC(N)Cn1c2ccccc2c2cc(C(N)=O)c(N)nc21. RXN SMILES: [CH2:1]([c:5]1[cH:6][cH:7][cH:9][cH:10][cH:11]1)[N:8]([C:2](=[O:3])[O-:4])[CH:12]([CH2:13][n:14]1[c:15]2[c:16]([c:17]3[cH:18][cH:19][cH:20][cH:21][c:22]13)[cH:23][c:24]([C:28](=[O:29])[NH2:30])[c:25]([NH2:27])[n:26]2)[CH3:31].[CH3:32][CH2:33][OH:34]>>[NH2:8][CH:12]([CH2:13][n:14]1[c:15]2[c:16]([c:17]3[cH:18][cH:19][cH:20][cH:21][c:22]13)[cH:23][c:24]([C:28](=[O:29])[NH2:30])[c:25]([NH2:27])[n:26]2)[CH3:31].